This data is from the Open Reaction Database (ORD), a public repository of structured organic reaction records. The task is: describe an organic reaction: reactants, conditions, products, and yield Starting materials: C1=CC=CC=2C1=C1C(C3=CC=CC=C3C(C1=CC2)C=O)C=O (7,12-dihydro-7,12-benz[a]anthracene dicarboxaldehyde), ferric chloride hexahydrate. Run in C(C)(=O)O (acetic acid). The product is C1=CC=CC=2C1=C1C(=C3C=CC=CC3=C(C1=CC2)C=O)C=O (7,12-Benz[a]anthracene dicarboxaldehyde). RXN SMILES: [CH:1]1[C:6]2=[C:7]3[C:16](=[CH:17][CH:18]=[C:5]2[CH:4]=[CH:3][CH:2]=1)[CH:15]([CH:19]=[O:20])[C:14]1[C:9](=[CH:10][CH:11]=[CH:12][CH:13]=1)[CH:8]3[CH:21]=[O:22]>C(O)(=O)C>[CH:1]1[C:6]2=[C:7]3[C:16](=[CH:17][CH:18]=[C:5]2[CH:4]=[CH:3][CH:2]=1)[C:15]([CH:19]=[O:20])=[C:14]1[C:9]([CH:10]=[CH:11][CH:12]=[CH:13]1)=[C:8]3[CH:21]=[O:22]. Reported procedure: A mixture of isomers of 7,12-dihydro-7,12-benz[a]anthracene dicarboxaldehyde [Newman & Din, J. Org. Chem. 36, 967 (1971)] is suspended in 75 ml. of glacial acetic acid, treated with 6 g. of ferric chloride hexahydrate and stirred at room temperature for 3 hours. The remaining yellow solid is filtered off, washed with acetic acid and water leaving the yellow product, m.p. 197°-198° C.